Dataset: the Open Reaction Database (ORD), a public repository of structured organic reaction records. Task: describe an organic reaction: reactants, conditions, products, and yield The reactants are ( 16 ), Cl.OC(CNC(CC1=CC=C(C=C1)OC)(C)C)COC1=CC=C(C=C1)OC (N-[2-Hydroxy-3-(4-methoxyphenoxy)propyl]-1,1-dimethyl-2-(4-methoxyphenyl)ethylamine Hydrochloride), ( 18 ), Cl.OC(CNC(CC1=CC=C(C=C1)OC)(C)C)COC1=C(C=CC=C1)C (N-[2-Hydroxy-3-(2-methylphenoxy)propyl]-1,1-dimethyl-2-(4-methoxyphenyl)ethylamine Hydrochloride), Cl.OC(CNC(CC1=CC=C(C=C1)OC)(C)C)COC1=CC=C(C=C1)C(C)(C)C (N-[2-Hydroxy-3-(4-t-butylphenoxy)propyl]-1,1-dimethyl-2-(4-methoxyphenyl)ethylamine Hydrochloride), ( 11 ), Cl.OC(CNC(CC1=CC=C(C=C1)OC)(C)C)COC1=CC(=CC=C1)C(F)(F)F (N-[2-Hydroxy-3-(3-trifluoromethylphenoxy)propyl]-1,1-dimethyl-2-(4-methoxy phenyl)ethylamine Hydrochloride), ( 100 ), ( 9 ), ( 24 ). The product is Cl.OC(CNC(CC1=CC=C(C=C1)OC)(C)C)COC1=CC(=CC(=C1)OC)OC (N-[2-hydroxy-3-(3,5-dimethoxyphenoxy)propyl]-1,1-dimethyl-2-(4-methoxyphenyl)ethylamine Hydrochloride). As a reaction SMILES: [ClH:1].[OH:2][CH:3]([CH2:18][O:19][C:20]1[CH:25]=[CH:24][CH:23]=[CH:22][C:21]=1C)[CH2:4][NH:5][C:6]([CH3:17])([CH3:16])[CH2:7][C:8]1[CH:13]=[CH:12][C:11]([O:14][CH3:15])=[CH:10][CH:9]=1.Cl.[OH:28][CH:29](COC1C=CC(OC)=CC=1)CNC(C)(C)CC1C=CC(OC)=CC=1.Cl.[OH:55][CH:56](COC1C=CC=C(C(F)(F)F)C=1)CNC(C)(C)CC1C=CC(OC)=CC=1.Cl.OC(COC1C=CC(C(C)(C)C)=CC=1)CNC(C)(C)CC1C=CC(OC)=CC=1>>[ClH:1].[OH:2][CH:3]([CH2:18][O:19][C:20]1[CH:25]=[C:24]([O:28][CH3:29])[CH:23]=[C:22]([O:55][CH3:56])[CH:21]=1)[CH2:4][NH:5][C:6]([CH3:17])([CH3:16])[CH2:7][C:8]1[CH:13]=[CH:12][C:11]([O:14][CH3:15])=[CH:10][CH:9]=1 |f:0.1,2.3,4.5,6.7,8.9|. Procedure: GC/EI-MS, m/z (rel. int.) 390 (M+,.0), 269 (16), 268 (100), 193 (9), 163 (8), 154 (7), 121 (24), 114 (46), 76 (6), 71 (11), 70 (18).